This data is from the Open Reaction Database (ORD), a public repository of structured organic reaction records. The task is: describe an organic reaction: reactants, conditions, products, and yield Reactants: CO, CCc1cc(N(C)Cc2ccc(-c3ccccc3-c3nnn(C(c4ccccc4)(c4ccccc4)c4ccccc4)n3)cc2)c(Cl)c(CC)n1, Cl. Product: CCc1cc(N(C)Cc2ccc(-c3ccccc3-c3nnn[nH]3)cc2)c(Cl)c(CC)n1. As a reaction SMILES: [CH3:52][OH:53].[Cl:2][c:3]1[c:4]([CH2:50][CH3:51])[n:5][c:6]([CH2:48][CH3:49])[cH:7][c:8]1[N:9]([CH3:10])[CH2:11][c:12]1[cH:13][cH:14][c:15](-[c:18]2[c:19](-[c:24]3[n:25][n:26][n:27]([C:29]([c:30]4[cH:31][cH:32][cH:33][cH:34][cH:35]4)([c:36]4[cH:37][cH:38][cH:39][cH:40][cH:41]4)[c:42]4[cH:43][cH:44][cH:45][cH:46][cH:47]4)[n:28]3)[cH:20][cH:21][cH:22][cH:23]2)[cH:16][cH:17]1.[ClH:1]>>[Cl:2][c:3]1[c:4]([CH2:50][CH3:51])[n:5][c:6]([CH2:48][CH3:49])[cH:7][c:8]1[N:9]([CH3:10])[CH2:11][c:12]1[cH:13][cH:14][c:15](-[c:18]2[c:19](-[c:24]3[n:25][n:26][n:27][nH:28]3)[cH:20][cH:21][cH:22][cH:23]2)[cH:16][cH:17]1. Starting materials: Cl.CN(CCCN=C=NCC)C (1-(3-dimethylaminopropyl)-3-ethylcarbodiimide hydrochloride), Cl.NCC1=C2C(N(C(C2=CC=C1)=O)C1C(NC(CC1)=O)=O)=O (4-aminomethyl-2-(2,6-dioxo-piperidin-3-yl)-isoindole-1,3-dione hydrochloride), N12CCCCCC2=NCCC1 (1,8-diazabicyclo[5,4,0]undec-7-ene), ON1N=NC2=C1C=CC=C2 (1-hydroxybenzotriazole), CC1=NOC(=C1)CC(=O)O (3-methyl-5-isoxazoleacetic acid). Run in C(C)#N (acetonitrile). Run at time 10 minute. Product: O=C1NC(CCC1N1C(C2=CC=CC(=C2C1=O)CNC(CC1=CC(=NO1)C)=O)=O)=O (N-[2-(2,6-dioxo-piperidin-3-yl)-1,3-dioxo-2,3-dihydro-1H-isoindol-4-ylmethyl]-2-(3-methyl-isoxazol-5-yl)-acetamide). Yield: 88.6%. RXN SMILES: Cl.[NH2:2][CH2:3][C:4]1[CH:12]=[CH:11][CH:10]=[C:9]2[C:5]=1[C:6](=[O:22])[N:7]([CH:14]1[CH2:19][CH2:18][C:17](=[O:20])[NH:16][C:15]1=[O:21])[C:8]2=[O:13].N12CCCN=C1CCCCC2.ON1C2C=CC=CC=2N=N1.[CH3:44][C:45]1[CH:49]=[C:48]([CH2:50][C:51](O)=[O:52])[O:47][N:46]=1.Cl.CN(C)CCCN=C=NCC>C(#N)C>[O:21]=[C:15]1[CH:14]([N:7]2[C:6](=[O:22])[C:5]3[C:9](=[CH:10][CH:11]=[CH:12][C:4]=3[CH2:3][NH:2][C:51](=[O:52])[CH2:50][C:48]3[O:47][N:46]=[C:45]([CH3:44])[CH:49]=3)[C:8]2=[O:13])[CH2:19][CH2:18][C:17](=[O:20])[NH:16]1 |f:0.1,5.6|. Procedure details: To a stirred suspension of 4-aminomethyl-2-(2,6-dioxo-piperidin-3-yl)-isoindole-1,3-dione hydrochloride (0.7 g, 2.2 mmol) in acetonitrile (60 mL), was added 1,8-diazabicyclo[5,4,0]undec-7-ene (0.8 g, 5.4 mmol). After stirring for 10 minutes, 1-hydroxybenzotriazole (0.4 g, 2.6 mmol) and 3-methyl-5-isoxazoleacetic acid (0.3 g, 2.4 mmol) were added, followed by 1-(3-dimethylaminopropyl)-3-ethylcarbodiimide hydrochloride (0.6 g, 3.2 mmol). The mixture was stirred at room temperature overnight and wa... Reactants: IC1=C(C(C(=O)OC)=CC(=C1NC(C)=O)Cl)O (Methyl 3-iodo-4-acetamido-5-chloro-salicylate), C1(=CC=CC=C1)C#C (phenylacetylene). Yields the product C(C)(=O)NC1=C(C=C(C=2OC(=CC21)C2=CC=CC=C2)C(=O)OC)Cl (Methyl 4-acetamido-5-chloro-2-phenyl-benzo[b]furan-7-carboxylate). RXN SMILES: I[C:2]1[C:11]([NH:12][C:13](=[O:15])[CH3:14])=[C:10]([Cl:16])[CH:9]=[C:4]([C:5]([O:7][CH3:8])=[O:6])[C:3]=1[OH:17].[C:18]1([C:24]#[CH:25])[CH:23]=[CH:22][CH:21]=[CH:20][CH:19]=1>>[C:13]([NH:12][C:11]1[C:2]2[CH:25]=[C:24]([C:18]3[CH:23]=[CH:22][CH:21]=[CH:20][CH:19]=3)[O:17][C:3]=2[C:4]([C:5]([O:7][CH3:8])=[O:6])=[CH:9][C:10]=1[Cl:16])(=[O:15])[CH3:14]. Procedure: Methyl 3-iodo-4-acetamido-5-chloro-salicylate was reacted with phenylacetylene in analogy to what described in Example 1, Method A and B, except that no SiO2 was added. After column chromatography the title product was obtained. Reactants: CC1=CC=C(C=C1)S(=O)(=O)OCC1OC2=C(C1)C=C(C=C2C2=C(C=CC=C2)OC)OC ((±)-[5-methoxy-7-(2-methoxyphenyl)-2,3-dihydro-1-benzofuran-2-yl]methyl 4-methylbenzenesulfonate), [C-]#N.[Na+] (sodium cyanide). Solvent: CS(=O)C (dimethylsulfoxide). Run at temperature 50 celsius, time 1 hour. Yields the product COC=1C=C(C2=C(CC(O2)CC#N)C1)C1=C(C=CC=C1)OC ((±)-[5-methoxy-7-(2-methoxyphenyl)-2,3-dihydro-1-benzofuran-2-yl]acetonitrile). Reaction SMILES: CC1C=CC(S(O[CH2:12][CH:13]2[CH2:17][C:16]3[CH:18]=[C:19]([O:30][CH3:31])[CH:20]=[C:21]([C:22]4[CH:27]=[CH:26][CH:25]=[CH:24][C:23]=4[O:28][CH3:29])[C:15]=3[O:14]2)(=O)=O)=CC=1.[C-:32]#[N:33].[Na+]>CS(C)=O>[CH3:31][O:30][C:19]1[CH:20]=[C:21]([C:22]2[CH:27]=[CH:26][CH:25]=[CH:24][C:23]=2[O:28][CH3:29])[C:15]2[O:14][CH:13]([CH2:12][C:32]#[N:33])[CH2:17][C:16]=2[CH:18]=1 |f:1.2|. Procedure: To a solution of (±)-[5-methoxy-7-(2-methoxyphenyl)-2,3-dihydro-1-benzofuran-2-yl]methyl 4-methylbenzenesulfonate (0.25 g, 0.57 mmol) in dimethylsulfoxide (20 mL) was added sodium cyanide (0.07 g, 1.43 mmol) and the reaction mixture was allowed to stir at 50° C. for 1 h. The reaction was quenched by the addition of water (10 mL) and extracted with ethyl acetate (2×10 mL). The combined organics were washed with water (3×20 mL), saturated aqueous sodium chloride (20 mL), dried (magnesium sulfate) ... Reactants: C(C)C=1C=C(C(=NC1C)OC)NC(=O)N1CCN(CC1)CC1=CC=CC=C1 (1-[(5-ethyl-2-methoxy-6-methylpyridin-3-yl)aminocarbonyl]-4-benzyl piperazine), C(C)O (ethanol). Reagents/catalysts: [Pd] (Pd/C). Solvent: C(C)(=O)O (acetic acid). Conditions: time 4 hour. Product: C(C)C=1C=C(C(=NC1C)OC)NC(=O)N1CCNCC1 (1-(5-ethyl-2-methoxy-6-methylpyridin-3-yl)aminocarbonyl piperazine). Yield: 93.5%. As a reaction SMILES: [CH2:1]([C:3]1[CH:4]=[C:5]([NH:12][C:13]([N:15]2[CH2:20][CH2:19][N:18](CC3C=CC=CC=3)[CH2:17][CH2:16]2)=[O:14])[C:6]([O:10][CH3:11])=[N:7][C:8]=1[CH3:9])[CH3:2].C(O)C>[Pd].C(O)(=O)C>[CH2:1]([C:3]1[CH:4]=[C:5]([NH:12][C:13]([N:15]2[CH2:16][CH2:17][NH:18][CH2:19][CH2:20]2)=[O:14])[C:6]([O:10][CH3:11])=[N:7][C:8]=1[CH3:9])[CH3:2]. Procedure details: After 1-[(5-ethyl-2-methoxy-6-methylpyridin-3-yl)aminocarbonyl]-4-benzyl piperazine (1.71 g, 4.61 mmol) was added the solution of 30 ml of ethanol and 10 ml of glacial acetic acid in the presence of 5% Pd/C, the reaction mixture were stirred under hydrogen gas(40 psi) for 4 hours and extracted with dichloromethane. The mixture was dried with anhydrous magnesium sulfate, filtrated, concentrated and chromatographed to obtain 1.2 g of white solid of the titled compound. Yields the product CCOC(=O)C1=C(C=O)NC(C)=C(C(=O)OCCOCc2ccccc2)C1c1ccccc1[N+](=O)[O-]. RXN SMILES: [CH3:1][C:2]1=[C:7]([C:8](=[O:9])[O:10][CH2:11][CH2:12][O:13][CH2:14][c:15]2[cH:16][cH:17][cH:18][cH:19][cH:20]2)[CH:6]([c:21]2[c:22]([N+:27](=[O:28])[O-:29])[cH:23][cH:24][cH:25][cH:26]2)[C:5]([C:30](=[O:31])[O:32][CH2:33][CH3:34])=[C:4]([CH:35]([O:36][CH2:40][CH3:41])[O:37][CH2:38][CH3:39])[NH:3]1.[CH3:42][C:43](=[O:44])[CH3:45].[ClH:46]>>[CH3:1][C:2]1=[C:7]([C:8](=[O:9])[O:10][CH2:11][CH2:12][O:13][CH2:14][c:15]2[cH:16][cH:17][cH:18][cH:19][cH:20]2)[CH:6]([c:21]2[c:22]([N+:27](=[O:28])[O-:29])[cH:23][cH:24][cH:25][cH:26]2)[C:5]([C:30](=[O:31])[O:32][CH2:33][CH3:34])=[C:4]([CH:35]=[O:36])[NH:3]1. Reactants: CCOC(=O)C1=C(C(OCC)OCC)NC(C)=C(C(=O)OCCOCc2ccccc2)C1c1ccccc1[N+](=O)[O-], CC(C)=O, Cl. Reactants: C[Si](C)(C)[N-][Si](C)(C)C.[Li+] (lithium bis(trimethylsilyl)amide), C(C1=CC=CC=C1)Br (benzyl bromide), C(CCC)N1C(C(N(CC1)CC(=O)OC)=O)=O (methyl 2-(4-butyl-2,3-dioxopiperazin-1-yl)acetate), C(CCC)N1C(C(N(CC1)CC(=O)OC)=O)=O (methyl 2-(4-butyl-2,3-dioxopiperazin-1-yl)acetate). Solvent: C1CCOC1 (THF). Reaction conditions: temperature -78 celsius, time 30 minute. The product is EtOAc hexanes, C(CCC)N1C(C(N(CC1)C(C(=O)OC)CC1=CC=CC=C1)=O)=O (methyl 2-(4-butyl-2,3-dioxopiperazin-1-yl)-3-phenylpropanoate). Yield: 50.0%. RXN SMILES: [CH2:1]([N:5]1[CH2:10][CH2:9][N:8]([CH2:11][C:12]([O:14][CH3:15])=[O:13])[C:7](=[O:16])[C:6]1=[O:17])[CH2:2][CH2:3][CH3:4].C[Si]([N-][Si](C)(C)C)(C)C.[Li+].[CH2:28](Br)[C:29]1[CH:34]=[CH:33][CH:32]=[CH:31][CH:30]=1>C1COCC1>[CH2:1]([N:5]1[CH2:10][CH2:9][N:8]([CH:11]([CH2:28][C:29]2[CH:34]=[CH:33][CH:32]=[CH:31][CH:30]=2)[C:12]([O:14][CH3:15])=[O:13])[C:7](=[O:16])[C:6]1=[O:17])[CH2:2][CH2:3][CH3:4] |f:1.2|. Reported procedure: To a solution of methyl 2-(4-butyl-2,3-dioxopiperazin-1-yl)acetate (Intermediate E, 270 mg, 1.1 mmol) in 10 mL THF, cooled to −78° C., was added lithium bis(trimethylsilyl)amide (1M solution in THF, 1.3 mL, 1.3 mmol) dropwise. The reaction was stirred at −78° C. for 30 min and benzyl bromide (0.33 mL, 2.75 mmol) was added. The mixture was allowed to warm to rt over 2.5 h, quenched with saturated NH4Cl solution and extracted with EtOAc. The combined organic layers were washed with brine, dried an...